From a dataset of the Open Reaction Database (ORD), a public repository of structured organic reaction records. describe an organic reaction: reactants, conditions, products, and yield The reactants are [Li]CCCC, [Cl-], O=Cc1ccc(F)cc1, Fc1ccc(Br)cc1, [NH4+], C1CCOC1. Yields the product OC(c1ccc(F)cc1)c1ccc(F)cc1. RXN SMILES: [CH2:9]([Li:10])[CH2:11][CH2:12][CH3:13].[Cl-:23].[F:14][c:15]1[cH:16][cH:17][c:18]([CH:19]=[O:20])[cH:21][cH:22]1.[F:1][c:2]1[cH:3][cH:4][c:5]([Br:8])[cH:6][cH:7]1.[NH4+:24].[O:25]1[CH2:26][CH2:27][CH2:28][CH2:29]1>>[F:1][c:2]1[cH:3][cH:4][c:5]([CH:19]([c:18]2[cH:17][cH:16][c:15]([F:14])[cH:22][cH:21]2)[OH:20])[cH:6][cH:7]1. Reactants: NC(CCCCC(=O)OC)C1=C(C=CC=C1OC)OC (methyl 6-amino-6-(2,6-dimethoxyphenyl)hexanoate), N1(CCCCC1)C=1C=C(C=O)C=CC1 (3-(piperidin-1-yl)benzaldehyde). The product is COC1=C(C(=CC=C1)OC)C1CCCCC(N1CC1=CC(=CC=C1)N1CCCCC1)=O (7-(2,6-dimethoxyphenyl)-1-(3-(piperidin-1-yl)benzyl)azepan-2-one). As a reaction SMILES: [NH2:1][CH:2]([C:11]1[C:16]([O:17][CH3:18])=[CH:15][CH:14]=[CH:13][C:12]=1[O:19][CH3:20])[CH2:3][CH2:4][CH2:5][CH2:6][C:7]([O:9]C)=O.[N:21]1([C:27]2[CH:28]=[C:29]([CH:32]=[CH:33][CH:34]=2)[CH:30]=O)[CH2:26][CH2:25][CH2:24][CH2:23][CH2:22]1>>[CH3:20][O:19][C:12]1[CH:13]=[CH:14][CH:15]=[C:16]([O:17][CH3:18])[C:11]=1[CH:2]1[N:1]([CH2:30][C:29]2[CH:32]=[CH:33][CH:34]=[C:27]([N:21]3[CH2:26][CH2:25][CH2:24][CH2:23][CH2:22]3)[CH:28]=2)[C:7](=[O:9])[CH2:6][CH2:5][CH2:4][CH2:3]1. Procedure details: Prepared according to the described general procedure 1 (GP1) by reaction of methyl 6-amino-6-(2,6-dimethoxyphenyl)hexanoate with commercially available 3-(piperidin-1-yl)benzaldehyde. Subsequent purification by preparative HPLC afforded the target compound. LC-MS (conditions A): tR=0.65 min.; [M+H]+: 423.10 g/mol. Reactants: [O-]P(=O)([O-])[O-].[K+].[K+].[K+] (K3PO4), ClC1=NC=C(C(=O)NC2=CC=C(C=C2)OC(F)(F)F)C=C1I (6-chloro-5-iodo-N-(4-(trifluoromethoxy)phenyl)nicotinamide), CC=1C=NN(C1B1OC(C(O1)(C)C)(C)C)C1OCCCC1 (4-methyl-1-(tetrahydro-2H-pyran-2-yl)-5-(4,4,5,5-tetramethyl-1,3,2-dioxaborolan-2-yl)-1H-pyrazole). Reagents/catalysts: C1=CC=C(C=C1)P([C-]2C=CC=C2)C3=CC=CC=C3.C1=CC=C(C=C1)P([C-]2C=CC=C2)C3=CC=CC=C3.Cl[Pd]Cl.[Fe+2] (PdCl2(dppf)). Run in O1CCOCC1 (dioxane), CCOC(=O)C (EtOAc). Conditions: temperature 110 celsius, time 18 hour. Product: ClC1=NC=C(C(=O)NC2=CC=C(C=C2)OC(F)(F)F)C=C1C1=C(C=NN1C1OCCCC1)C (6-Chloro-5-(4-methyl-1-(tetrahydro-2H-pyran-2-yl)-1H-pyrazol-5-yl)-N-(4-(trifluoromethoxy)phenyl)nicotinamide). Reaction SMILES: [O-]P([O-])([O-])=O.[K+].[K+].[K+].[Cl:9][C:10]1[C:29](I)=[CH:28][C:13]([C:14]([NH:16][C:17]2[CH:22]=[CH:21][C:20]([O:23][C:24]([F:27])([F:26])[F:25])=[CH:19][CH:18]=2)=[O:15])=[CH:12][N:11]=1.[CH3:31][C:32]1[CH:33]=[N:34][N:35]([CH:46]2[CH2:51][CH2:50][CH2:49][CH2:48][O:47]2)[C:36]=1B1OC(C)(C)C(C)(C)O1>O1CCOCC1.CCOC(C)=O.C1C=CC(P(C2C=CC=CC=2)[C-]2C=CC=C2)=CC=1.C1C=CC(P(C2C=CC=CC=2)[C-]2C=CC=C2)=CC=1.Cl[Pd]Cl.[Fe+2]>[Cl:9][C:10]1[C:29]([C:36]2[N:35]([CH:46]3[CH2:51][CH2:50][CH2:49][CH2:48][O:47]3)[N:34]=[CH:33][C:32]=2[CH3:31])=[CH:28][C:13]([C:14]([NH:16][C:17]2[CH:22]=[CH:21][C:20]([O:23][C:24]([F:27])([F:26])[F:25])=[CH:19][CH:18]=2)=[O:15])=[CH:12][N:11]=1 |f:0.1.2.3,8.9.10.11|. Reported procedure: K3PO4 (127 mg, 0.6 mmol) was added to a solution of 6-chloro-5-iodo-N-(4-(trifluoromethoxy)phenyl)nicotinamide (Stage 4.2, 89 mg, 0.2 mmol) and 4-methyl-1-(tetrahydro-2H-pyran-2-yl)-5-(4,4,5,5-tetramethyl-1,3,2-dioxaborolan-2-yl)-1H-pyrazole (58.4 mg, 0.2 mmol) in dioxane (1 mL) in a vial which was flushed with argon, heated to 110° C. and then PdCl2(dppf) (7.32 mg, 0.01 mmol) was added. The vial was sealed and the RM was stirred under argon at 110° C. for 18 h. The RM was cooled to RT, dissolve... The reactants are CON(C=1NC(C=2N=CN(C2N1)[C@H]1[C@](C[C@H](O1)CO[Si](C)(C)C(C)(C)C)(F)C#C)=O)C(C1=CC=CC=C1)(C1=CC=CC=C1)C1=CC=CC=C1 (N2-Methoxytrityl-9-[(2R)-2,3-dideoxy-2-C-ethynyl-2-fluoro-5-O-tert-butyldimethylsilyl-β-D-glycero-pentofuranosyl]guanine), [F-].[NH4+] (Ammonium fluoride). The solvent is CO (MeOH). Reaction conditions: temperature 70 celsius, time 2 hour. The product is CON(C=1NC(C=2N=CN(C2N1)[C@H]1[C@](C[C@H](O1)CO)(F)C#C)=O)C(C1=CC=CC=C1)(C1=CC=CC=C1)C1=CC=CC=C1 (N2-Methoxytrityl-9-[(2R)-2,3-dideoxy-2-C-ethynyl-2-fluoro-β-D-glycero-pentofuranosyl]guanine). RXN SMILES: [CH3:1][O:2][N:3]([C:31]([C:44]1[CH:49]=[CH:48][CH:47]=[CH:46][CH:45]=1)([C:38]1[CH:43]=[CH:42][CH:41]=[CH:40][CH:39]=1)[C:32]1[CH:37]=[CH:36][CH:35]=[CH:34][CH:33]=1)[C:4]1[NH:5][C:6](=[O:30])[C:7]2[N:8]=[CH:9][N:10]([C@@H:13]3[O:17][C@H:16]([CH2:18][O:19][Si](C(C)(C)C)(C)C)[CH2:15][C@:14]3([C:28]#[CH:29])[F:27])[C:11]=2[N:12]=1.[F-].[NH4+]>CO>[CH3:1][O:2][N:3]([C:31]([C:44]1[CH:49]=[CH:48][CH:47]=[CH:46][CH:45]=1)([C:38]1[CH:39]=[CH:40][CH:41]=[CH:42][CH:43]=1)[C:32]1[CH:37]=[CH:36][CH:35]=[CH:34][CH:33]=1)[C:4]1[NH:5][C:6](=[O:30])[C:7]2[N:8]=[CH:9][N:10]([C@@H:13]3[O:17][C@H:16]([CH2:18][OH:19])[CH2:15][C@:14]3([C:28]#[CH:29])[F:27])[C:11]=2[N:12]=1 |f:1.2|. Procedure: 14 (0.35 mmol) was dissolved in MeOH (20 ml/mmol). Ammonium fluoride (3.55 mmol) was then added at room temperature and the reaction mixture was stirred at 70° C. for 2 hours. After concentration under reduced pressure, the crude material was purified by silica gel chromatography (DCM/MeOH) to yield the title compound. Beige foam. Molecular Formula C32H30FN5O4. 1H NMR (CDCl3-d6, 400 MHz) δ (ppm) 2.38-2.45 (m, 2H), 2.75 (brs, 2H), 3.64-3.67 (d, J=12.20 Hz, 2H), 3.77 (s, 4H), 4.20-4.23 (d, J=11.7 ... Run in CN(C)C=O (DMF), C(C)(=O)OCC (ethyl acetate). Yield: 46.2%. The reagents and catalysts are C=1C=CC(=CC1)[P](C=2C=CC=CC2)(C=3C=CC=CC3)[Pd]([P](C=4C=CC=CC4)(C=5C=CC=CC5)C=6C=CC=CC6)([P](C=7C=CC=CC7)(C=8C=CC=CC8)C=9C=CC=CC9)[P](C=1C=CC=CC1)(C=1C=CC=CC1)C=1C=CC=CC1 (tetrakis(triphenylphosphine)palladium(0)). As a reaction SMILES: I[C:2]1[CH:7]=[CH:6][C:5]([OH:8])=[CH:4][CH:3]=1.[F:9][C:10]1[CH:15]=[CH:14][C:13](B(O)O)=[CH:12][CH:11]=1.C(=O)([O-])[O-].[Cs+].[Cs+]>CN(C=O)C.C(OCC)(=O)C.C1C=CC([P]([Pd]([P](C2C=CC=CC=2)(C2C=CC=CC=2)C2C=CC=CC=2)([P](C2C=CC=CC=2)(C2C=CC=CC=2)C2C=CC=CC=2)[P](C2C=CC=CC=2)(C2C=CC=CC=2)C2C=CC=CC=2)(C2C=CC=CC=2)C2C=CC=CC=2)=CC=1>[F:9][C:10]1[CH:15]=[CH:14][C:13]([C:2]2[CH:7]=[CH:6][C:5]([OH:8])=[CH:4][CH:3]=2)=[CH:12][CH:11]=1 |f:2.3.4,^1:39,41,60,79|. Product: FC1=CC=C(C=C1)C1=CC=C(C=C1)O (4-(4-fluorophenyl)phenol). Reactants: IC1=CC=C(C=C1)O (4-iodophenol), FC1=CC=C(C=C1)B(O)O (4-fluorophenylboronic acid), C([O-])([O-])=O.[Cs+].[Cs+] (cesium carbonate). Reported procedure: A mixture under N2 in DMF (18 mL) of 4-iodophenol (2.00 g, 9.09 mmol), 4-fluorophenylboronic acid (1.40 g, 10.0 mmol), cesium carbonate (4.44 g, 13.6 mmol), and tetrakis(triphenylphosphine)palladium(0) (0.27 g, 0.23 mmol) was stirred for 10 minutes at ambient temperature and then overnight at reflux. The reaction mixture was cooled to ambient temperature, diluted with ethyl acetate, and extracted twice with water. The organic phase was washed with brine, dried over Na2SO4, filtered, and concentr... Reactants: [O-][Br+2]([O-])[O-], CC(=O)O, CCOC(=O)C1Oc2cc(C(=O)c3ccnn3C)c(Cl)c(Cl)c2O1, [Na+], O, O, O, O. Yields the product CCOC(=O)C1Oc2cc(C(=O)c3c(Br)cnn3C)c(Cl)c(Cl)c2O1. RXN SMILES: [Br+2:4]([O-:5])([O-:6])[O-:7].[CH3:34][C:35](=[O:36])[OH:37].[Cl:9][c:10]1[c:11]([Cl:32])[c:12]([C:24](=[O:25])[c:26]2[cH:27][cH:28][n:29][n:30]2[CH3:31])[cH:13][c:14]2[c:18]1[O:17][CH:16]([C:19](=[O:20])[O:21][CH2:22][CH3:23])[O:15]2.[Na+:8].[OH2:1].[OH2:2].[OH2:33].[OH2:3]>>[Br:4][c:27]1[c:26]([C:24]([c:12]2[c:11]([Cl:32])[c:10]([Cl:9])[c:18]3[c:14]([cH:13]2)[O:15][CH:16]([C:19](=[O:20])[O:21][CH2:22][CH3:23])[O:17]3)=[O:25])[n:30]([CH3:31])[n:29][cH:28]1. Reactants: [BH4-], CCO, CCOC(C)=O, [Na+], N#Cc1cccc(C2OC(O)c3cnccc32)c1. Yields the product N#Cc1cccc(C(O)c2ccncc2CO)c1. RXN SMILES: [BH4-:19].[CH3:21][CH2:22][OH:23].[CH3:24][CH2:25][O:26][C:27](=[O:28])[CH3:29].[Na+:20].[OH:1][CH:2]1[O:3][CH:4]([c:11]2[cH:12][c:13]([C:14]#[N:15])[cH:16][cH:17][cH:18]2)[c:5]2[c:6]1[cH:7][n:8][cH:9][cH:10]2>>[OH:1][CH2:2][c:6]1[c:5]([CH:4]([OH:3])[c:11]2[cH:12][c:13]([C:14]#[N:15])[cH:16][cH:17][cH:18]2)[cH:10][cH:9][n:8][cH:7]1.